From a dataset of the Open Reaction Database (ORD), a public repository of structured organic reaction records. describe an organic reaction: reactants, conditions, products, and yield Starting materials: BrB(Br)Br, CO, COc1cc(Cl)cc(C(=O)N(CCc2nnnn2C)C(C)C)c1, ClCCl. The product is CC(C)N(CCc1nnnn1C)C(=O)c1cc(O)cc(Cl)c1. As a reaction SMILES: [B:24]([Br:25])([Br:26])[Br:27].[CH3:28][OH:29].[Cl:1][c:2]1[cH:3][c:4]([C:5](=[O:6])[N:7]([CH2:8][CH2:9][c:10]2[n:11][n:12][n:13][n:14]2[CH3:15])[CH:16]([CH3:17])[CH3:18])[cH:19][c:20]([O:22][CH3:23])[cH:21]1.[Cl:30][CH2:31][Cl:32]>>[Cl:1][c:2]1[cH:3][c:4]([C:5](=[O:6])[N:7]([CH2:8][CH2:9][c:10]2[n:11][n:12][n:13][n:14]2[CH3:15])[CH:16]([CH3:17])[CH3:18])[cH:19][c:20]([OH:22])[cH:21]1. The reactants are CS(=O)(=O)C=1C=C(C=CC1)C1=CC=C(S1)C(C)=O (1-(5-(3-(methylsulfonyl)phenyl)thiophen-2-yl)ethanone), C[Si](C)(C)[N-][Si](C)(C)C.[Li+] (lithium bis(trimethylsilyl)amide), FC(C(=O)OCC)(F)F (ethyl trifluoroacetate). Run in C1CCOC1 (THF). Reaction conditions: temperature 1.5 celsius. Yields the product FC(C(CC(=O)C=1SC(=CC1)C1=CC(=CC=C1)S(=O)(=O)C)=O)(F)F (4,4,4-Trifluoro-1-[5-(3-methanesulfonyl-phenyl)-thiophen-2-yl]-butane-1,3-dione). Reaction SMILES: [CH3:1][S:2]([C:5]1[CH:6]=[C:7]([C:11]2[S:15][C:14]([C:16](=[O:18])[CH3:17])=[CH:13][CH:12]=2)[CH:8]=[CH:9][CH:10]=1)(=[O:4])=[O:3].C[Si]([N-][Si](C)(C)C)(C)C.[Li+].[F:29][C:30]([F:37])([F:36])[C:31](OCC)=[O:32]>C1COCC1>[F:29][C:30]([F:37])([F:36])[C:31](=[O:32])[CH2:17][C:16]([C:14]1[S:15][C:11]([C:7]2[CH:8]=[CH:9][CH:10]=[C:5]([S:2]([CH3:1])(=[O:4])=[O:3])[CH:6]=2)=[CH:12][CH:13]=1)=[O:18] |f:1.2|. Procedure details: Into a 250 mL flask was weighed 5.42 g (19.3 mmol) of 1-(5-(3-(methylsulfonyl)phenyl)thiophen-2-yl)ethanone and 42 mL of THF. The resulting suspension was stirred and cooled to 0-3° C. in an ice bath and 23 mL of a lithium bis(trimethylsilyl)amide solution (1.0 M in THF) was added. The resulting thick yellow suspension was stirred and allowed to warm to room temperature then ethyl trifluoroacetate (3.46 mL, 29 mmol) was added. After stirring at room temperature overnight the reaction was concent... The reactants are CC1(OCC2(C(NC3=CC(=CC=C23)N2CCOCC2)=O)CO1)C (2,2-dimethyl-6′-morpholinospiro[[1,3]dioxane-5,3′-indolin]-2′-one), [H-].COCCO[Al+]OCCOC.[Na+].[H-] (sodium bis(2-methoxyethoxy)aluminium hydride), [OH-].[Na+] (NaOH). Solvent: C1(=CC=CC=C1)C (toluene). Reaction conditions: temperature 80 celsius, time 40 minute. The product is CC1(OCC2(CNC3=CC(=CC=C23)N2CCOCC2)CO1)C (2,2-dimethyl-6′-morpholinospiro[[1,3]dioxane-5,3′-indoline]). Reaction SMILES: [CH3:1][C:2]1([CH3:23])[O:22][CH2:21][C:5]2([C:13]3[C:8](=[CH:9][C:10]([N:14]4[CH2:19][CH2:18][O:17][CH2:16][CH2:15]4)=[CH:11][CH:12]=3)[NH:7][C:6]2=O)[CH2:4][O:3]1.[H-].COCCO[Al+]OCCOC.[Na+].[H-].[OH-].[Na+]>C1(C)C=CC=CC=1>[CH3:1][C:2]1([CH3:23])[O:3][CH2:4][C:5]2([C:13]3[C:8](=[CH:9][C:10]([N:14]4[CH2:15][CH2:16][O:17][CH2:18][CH2:19]4)=[CH:11][CH:12]=3)[NH:7][CH2:6]2)[CH2:21][O:22]1 |f:1.2.3.4,5.6|. Procedure details: To a solution of 2,2-dimethyl-6′-morpholinospiro[[1,3]dioxane-5,3′-indolin]-2′-one (0.11 g, 0.35 mmol) in toluene (14 mL) was added sodium bis(2-methoxyethoxy)aluminium hydride (60% in toluene, 0.53 mL, 1.74 mmol). After stirring at 80° C. for 40 min, the solution was poured into a mixture of ice and 2N NaOH. The product was extracted with DCM and the combined organic extracts were dried over MgSO4, filtered and evaporated in vacuo. Purification by column chromatography (eluting with a gradient ...